describe an organic reaction: reactants, conditions, products, and yield From a dataset of the Open Reaction Database (ORD), a public repository of structured organic reaction records. The reactants are N(=[N+]=[N-])C1C(N(C1C=O)C(C(=O)OC)C1=CC=CC=C1)=O (methyl 2-(3-azido-4-formyl-2-oxo-1-azetidinyl)-2-phenylacetate), [BH4-].[Na+] (sodium borohydride), [Cl-].[Na+] (sodium chloride), Cl (hydrochloric acid). The solvent is O (water), C(C)O (ethanol), C(C)O (ethanol). Product: N(=[N+]=[N-])C1C(N(C1CO)C(C(=O)OC)C1=CC=CC=C1)=O (methyl 2-(3-azido-4-hydroxymethyl-2-oxo-1-azetidinyl)-2-phenylacetate). Yield: 41.0%. As a reaction SMILES: [N:1]([CH:4]1[CH:7]([CH:8]=[O:9])[N:6]([CH:10]([C:15]2[CH:20]=[CH:19][CH:18]=[CH:17][CH:16]=2)[C:11]([O:13][CH3:14])=[O:12])[C:5]1=[O:21])=[N+:2]=[N-:3].[BH4-].[Na+].Cl.[Cl-].[Na+]>C(O)C.O>[N:1]([CH:4]1[CH:7]([CH2:8][OH:9])[N:6]([CH:10]([C:15]2[CH:16]=[CH:17][CH:18]=[CH:19][CH:20]=2)[C:11]([O:13][CH3:14])=[O:12])[C:5]1=[O:21])=[N+:2]=[N-:3] |f:1.2,4.5|. Procedure details: A mixture of methyl 2-(3-azido-4-formyl-2-oxo-1-azetidinyl)-2-phenylacetate (2.30 g.), sodium borohydride (310 mg), ethanol (40 ml.) and water (5 ml.) was stirred at -10° to 0° C. for an hour. The reaction mixture was adjusted to pH 4 to 5 with 10% hydrochloric acid at the same temperature, whereafter the ethanol was removed by distillation from the solution to give an aqueous residue, to which sodium chloride was added. The resultant solution was extracted twice with chloroform and the extract ... Starting materials: solution, C(C)(C)[Mg]Cl (isopropylmagnesium chloride), C1(=CC=CC=C1)[Si](Cl)(Cl)C1=CC=CC=C1 (diphenyldichlorosilane). Solvent: C1CCOC1 (THF), C1CCOC1 (THF). Product: C1(=CC=CC=C1)[Si](Cl)(C(C)C)C1=CC=CC=C1 (diphenylisopropylchlorosilane). Reaction SMILES: [C:1]1([Si:7]([C:10]2[CH:15]=[CH:14][CH:13]=[CH:12][CH:11]=2)([Cl:9])Cl)[CH:6]=[CH:5][CH:4]=[CH:3][CH:2]=1.[CH:16]([Mg]Cl)([CH3:18])[CH3:17]>C1COCC1>[C:10]1([Si:7]([C:1]2[CH:2]=[CH:3][CH:4]=[CH:5][CH:6]=2)([CH:16]([CH3:18])[CH3:17])[Cl:9])[CH:15]=[CH:14][CH:13]=[CH:12][CH:11]=1. Reported procedure: Into 200 ml of dry THF was dissolved 160 g (0.63 mole) of diphenyldichlorosilane. To this was added dropwise 450 ml (0.90 mole) of a 2.0 M solution of isopropylmagnesium chloride in THF at a room temperature over 20 minutes. A mildly ethothermic reaction was observed. After the conclusion of the dropwise addition, the reaction mixture was refluxed for 3 days. The formed salt and the solvent were removed from the reaction mixture. The residue was distilled under a reduced pressure to give 130 g o... The reactants are C[S-], CO, COc1ccc([N+](=O)[O-])c(Cl)n1, [Na+]. The product is COc1ccc([N+](=O)[O-])c(SC)n1. As a reaction SMILES: [CH3:13][S-:14].[CH3:16][OH:17].[Cl:1][c:2]1[n:3][c:4]([O:11][CH3:12])[cH:5][cH:6][c:7]1[N+:8](=[O:9])[O-:10].[Na+:15]>>[c:2]1([S:14][CH3:13])[n:3][c:4]([O:11][CH3:12])[cH:5][cH:6][c:7]1[N+:8](=[O:9])[O-:10]. Starting materials: C(C)OC(=O)C=1C=NC=2CCCC(C2C1O)=O (4-hydroxy-5-oxo-5,6,7,8-tetrahydroquinoline-3-carboxylic acid ethyl ester), Cl.NO (hydroxylamine hydrochloride). The solvent is C(C)O (ethyl alcohol). Yields the product C(C)OC(=O)C=1C=NC=2CCCC(C2C1O)=NO (4-Hydroxy-5-hydroxyimino-5,6,7,8-tetrahydroquinoline-3-carboxylic Acid Ethyl Ester). Isolated yield 72.4%. Reaction SMILES: [CH2:1]([O:3][C:4]([C:6]1[CH:7]=[N:8][C:9]2[CH2:10][CH2:11][CH2:12][C:13](=O)[C:14]=2[C:15]=1[OH:16])=[O:5])[CH3:2].Cl.[NH2:19][OH:20]>C(O)C>[CH2:1]([O:3][C:4]([C:6]1[CH:7]=[N:8][C:9]2[CH2:10][CH2:11][CH2:12][C:13](=[N:19][OH:20])[C:14]=2[C:15]=1[OH:16])=[O:5])[CH3:2] |f:1.2|. Reported procedure: To 80 ml of ethyl alcohol were added 2.35 g of 4-hydroxy-5-oxo-5,6,7,8-tetrahydroquinoline-3-carboxylic acid ethyl ester and 0.69 g of hydroxylamine hydrochloride. The resulting reaction mixture was refluxed on an oil bath for 1 hour. After the ethyl alcohol was distilled off under reduced pressure, the residue was dissolved in dilute hydrochloric acid and the resulting solution was adjusted to pH 5.8 with 10% potassium carbonate. The crystals so precipitated were separated by filtration to obta... Reactants: CC1=C(C(=CC=C1)C)B(O)O (2,6-dimethylphenylboronic acid), ClC1=NC=C(C(=C1)C)[N+](=O)[O-] (2-chloro-4-methyl-5-nitro-pyridine), C(=O)([O-])[O-].[Na+].[Na+] (Na2CO3), C1(=CC=CC=C1)C (toluene). The reagents and catalysts are C=1C=CC(=CC1)[P](C=2C=CC=CC2)(C=3C=CC=CC3)[Pd]([P](C=4C=CC=CC4)(C=5C=CC=CC5)C=6C=CC=CC6)([P](C=7C=CC=CC7)(C=8C=CC=CC8)C=9C=CC=CC9)[P](C=1C=CC=CC1)(C=1C=CC=CC1)C=1C=CC=CC1 (Pd(PPh3)4). Solvent: CCO (EtOH), O (water), CCOC(=O)C (EtOAc). Run at temperature 110 celsius. Yields the product CC1=C(C(=CC=C1)C)C1=NC=C(C(=C1)C)[N+](=O)[O-] (2-(2,6-dimethyl-phenyl)-4-methyl-5-nitro-pyridine). Reaction SMILES: [CH3:1][C:2]1[CH:7]=[CH:6][CH:5]=[C:4]([CH3:8])[C:3]=1B(O)O.Cl[C:13]1[CH:18]=[C:17]([CH3:19])[C:16]([N+:20]([O-:22])=[O:21])=[CH:15][N:14]=1.C([O-])([O-])=O.[Na+].[Na+].C1(C)C=CC=CC=1>CCOC(C)=O.C1C=CC([P]([Pd]([P](C2C=CC=CC=2)(C2C=CC=CC=2)C2C=CC=CC=2)([P](C2C=CC=CC=2)(C2C=CC=CC=2)C2C=CC=CC=2)[P](C2C=CC=CC=2)(C2C=CC=CC=2)C2C=CC=CC=2)(C2C=CC=CC=2)C2C=CC=CC=2)=CC=1.CCO.O>[CH3:1][C:2]1[CH:7]=[CH:6][CH:5]=[C:4]([CH3:8])[C:3]=1[C:13]1[CH:18]=[C:17]([CH3:19])[C:16]([N+:20]([O-:22])=[O:21])=[CH:15][N:14]=1 |f:2.3.4,^1:45,47,66,85|. Procedure: A mixture of 2,6-dimethylphenylboronic acid (6.5 g, 43.5 mmol), 2-chloro-4-methyl-5-nitro-pyridine (5 g, 28.9 mmol), Pd(PPh3)4, (1.5 g, 1.5 mmol), Na2CO3 (4.6 g, 43.5 mmol), toluene (60 mL), water (20 mL), and EtOH (5 mL) is heated in a sealed tube under nitrogen at 110° C. for 18 hours. The mixture is cooled to room temperature, diluted with EtOAc (150 mL), washed with saturated solution of Na2CO3 (50 mL 3×), water (50 mL) and brine (50 mL), dried (Na2SO4), and concentrated under reduced pressu... Starting materials: Cl, CC(C)(C)OC(=O)N1CC(F)CC1C(N)=O, C1COCCO1. The product is Cl, NC(=O)C1CC(F)CN1. Reaction SMILES: [ClH:17].[NH2:1][C:2](=[O:3])[CH:4]1[N:5]([C:10]([O:11][C:12]([CH3:13])([CH3:14])[CH3:15])=[O:16])[CH2:6][CH:7]([F:9])[CH2:8]1.[O:18]1[CH2:19][CH2:20][O:21][CH2:22][CH2:23]1>>[ClH:17].[NH2:1][C:2](=[O:3])[CH:4]1[NH:5][CH2:6][CH:7]([F:9])[CH2:8]1. Starting materials: N1C(C2(C3=CC=CC=C13)COC1=CC3=C(OCCO3)C=C12)=O (2,3-dihydrospiro[furo[2,3-g][1,4]benzodioxine-8,3′-indol]-2′(1′H)-one), BrCCCCC (1-bromopentane), N1C([C@]2(C3=CC=CC=C13)COC1=CC3=C(OCCO3)C=C12)=O ((S)-2,3-dihydrospiro[furo[2,3-g][1,4]benzodioxine-8,3′-indol]-2′(1′H)-one), ClCC1=CN=CS1 (5-(chloromethyl)thiazole). Yields the product S1C=NC=C1CN1C(C2(C3=CC=CC=C13)COC1=CC3=C(OCOC3)C=C12)=O (1′-(1,3-thiazol-5-ylmethyl)-2,3-dihydrospiro[furo[2,3-g][1,3]benzodioxine-8,3′-indol]-2′(1′H)-one). Reaction SMILES: [NH:1]1[C:9]2[C:4](=[CH:5][CH:6]=[CH:7][CH:8]=2)[C:3]2([C:21]3[C:12](=[CH:13][C:14]4OC[CH2:17][O:16][C:15]=4[CH:20]=3)[O:11][CH2:10]2)[C:2]1=[O:22].N1C2C(=CC=CC=2)[C@@]2(C3C(=CC4OCCOC=4C=3)[O:33][CH2:32]2)C1=O.Cl[CH2:46][C:47]1[S:51][CH:50]=[N:49][CH:48]=1.BrCCCCC>>[S:51]1[C:47]([CH2:46][N:1]2[C:9]3[C:4](=[CH:5][CH:6]=[CH:7][CH:8]=3)[C:3]3([C:21]4[C:12](=[CH:13][C:14]5[CH2:32][O:33][CH2:17][O:16][C:15]=5[CH:20]=4)[O:11][CH2:10]3)[C:2]2=[O:22])=[CH:48][N:49]=[CH:50]1. Procedure: Following the procedure as described in EXAMPLE 7.3 and making non-critical variations using 2,3-dihydrospiro[furo[2,3-g][1,4]benzodioxine-8,3′-indol]-2′(1′H)-one to replace (S)-2,3-dihydrospiro[furo[2,3-g][1,4]benzodioxine-8,3′-indol]-2′(1′H)-one, and 5-(chloromethyl)thiazole to replace 1-bromopentane, 1′-(1,3-thiazol-5-ylmethyl)-2,3-dihydrospiro[furo[2,3-g][1,3]benzodioxine-8,3′-indol]-2′(1′H)-one was obtained (56%) as a colorless solid: 1H NMR (300 MHz, CDCl3) δ 8.72 (s, 1H), 7.89 (s, 1H), 7....